From a dataset of the Open Reaction Database (ORD), a public repository of structured organic reaction records. describe an organic reaction: reactants, conditions, products, and yield Reactants: BrC=1C(=NC=C(C1)C(NC1=CC=C(C=C1)OC(F)(F)F)=O)N1C[C@@H](CC1)N(C(OC(C)(C)C)=O)C ((R)-tert-butyl (1-(3-bromo-5-((4-(trifluoromethoxy)phenyl)carbamoyl)pyridin-2-yl)pyrrolidin-3-yl)(methyl)carbamate), CC1=CC=C(C=N1)B(O)O ((6-methylpyridin-3-yl)boronic acid). Product: CC1=CC=C(C=N1)C=1C(=NC=C(C1)C(=O)NC1=CC=C(C=C1)OC(F)(F)F)N1C[C@@H](CC1)NC ((R)-6′-Methyl-2-(3-(methylamino)pyrrolidin-1-yl)-N-(4-(trifluoromethoxy)phenyl)-[3,3′-bipyridine]-5-carboxamide). RXN SMILES: Br[C:2]1[C:3]([N:22]2[CH2:26][CH2:25][C@@H:24]([N:27](C)[C:28](=O)OC(C)(C)C)[CH2:23]2)=[N:4][CH:5]=[C:6]([C:8](=[O:21])[NH:9][C:10]2[CH:15]=[CH:14][C:13]([O:16][C:17]([F:20])([F:19])[F:18])=[CH:12][CH:11]=2)[CH:7]=1.[CH3:36][C:37]1[N:42]=[CH:41][C:40](B(O)O)=[CH:39][CH:38]=1>>[CH3:36][C:37]1[N:42]=[CH:41][C:40]([C:2]2[C:3]([N:22]3[CH2:26][CH2:25][C@@H:24]([NH:27][CH3:28])[CH2:23]3)=[N:4][CH:5]=[C:6]([C:8]([NH:9][C:10]3[CH:11]=[CH:12][C:13]([O:16][C:17]([F:20])([F:19])[F:18])=[CH:14][CH:15]=3)=[O:21])[CH:7]=2)=[CH:39][CH:38]=1. Reported procedure: The title compound was prepared in an analogous fashion to that described in Example 93 using (R)-tert-butyl (1-(3-bromo-5-((4-(trifluoromethoxy)phenyl)carbamoyl)pyridin-2-yl)pyrrolidin-3-yl)(methyl)carbamate (Stage 99.1) and (6-methylpyridin-3-yl)boronic acid. LC-MS (Condition 6) tR=0.81 min, m/z=472.0 [M+H]+. Starting materials: Cc1ccccc1, Cc1nc2ccc(CO)cc2n1Cc1ccccc1Cl. Yields the product Cc1nc2ccc(C=O)cc2n1Cc1ccccc1Cl. Reaction SMILES: [CH3:21][c:22]1[cH:23][cH:24][cH:25][cH:26][cH:27]1.[Cl:1][c:2]1[c:3]([CH2:4][n:5]2[c:6]([CH3:16])[n:7][c:8]3[c:9]2[cH:10][c:11]([CH2:14][OH:15])[cH:12][cH:13]3)[cH:17][cH:18][cH:19][cH:20]1>>[Cl:1][c:2]1[c:3]([CH2:4][n:5]2[c:6]([CH3:16])[n:7][c:8]3[c:9]2[cH:10][c:11]([CH:14]=[O:15])[cH:12][cH:13]3)[cH:17][cH:18][cH:19][cH:20]1. The reactants are O=C(CCC(=O)O)C1=CC2=CC=C3C=CC4=CC=C5C=CC6=CC=C1C1=C6C5=C4C3=C21 (γ-oxo-4-(coronen-1-yl)butanoic acid), NN (hydrazine), [OH-].[Na+] (sodium hydroxide). Solvent: C(COCCO)O (diethylene glycol). The product is C1(=CC2=CC=C3C=CC4=CC=C5C=CC6=CC=C1C1=C6C5=C4C3=C21)CCCC(=O)O (4-(coronen-1-yl)butanoic acid). Isolated yield 88.5%. RXN SMILES: O=[C:2]([C:8]1[C:25]2[C:26]3[C:31]4[C:10](=[CH:11][CH:12]=[C:13]5[C:30]=4[C:29]4[C:16](=[CH:17][CH:18]=[C:19]6[C:28]=4[C:27]=3[C:22](=[CH:23][CH:24]=2)[CH:21]=[CH:20]6)[CH:15]=[CH:14]5)[CH:9]=1)[CH2:3][CH2:4][C:5]([OH:7])=[O:6].NN.[OH-].[Na+]>C(O)COCCO>[C:8]1([CH2:2][CH2:3][CH2:4][C:5]([OH:7])=[O:6])[C:25]2[C:26]3[C:31]4[C:10](=[CH:11][CH:12]=[C:13]5[C:30]=4[C:29]4[C:16](=[CH:17][CH:18]=[C:19]6[C:28]=4[C:27]=3[C:22](=[CH:23][CH:24]=2)[CH:21]=[CH:20]6)[CH:15]=[CH:14]5)[CH:9]=1 |f:2.3|. Procedure: The compound 82 (0.503 g, 1.26 mmol), 0.4 ml of 79% aqueous hydrazine, and 0.462 g (11.6 mmol) of sodium hydroxide were dissolved in 3.0 ml of diethylene glycol, followed by 90-minute refluxing in a 180-° C. oil bath. The excess hydrazine and water were distilled away, and the refluxing was continued for two more hours. After the reaction was completed, the solution was cooled back to room temperature, to precipitate a solid substance. The solid substance was collected by filtration, and was was... Reactants: CC(=O)Cl, c1ccc2c(c1)CCc1ccccc1N2CC1CNCCO1, c1ccccc1. Yields the product CC(=O)N1CCOC(CN2c3ccccc3CCc3ccccc32)C1. Reaction SMILES: [CH3:23][C:24]([Cl:25])=[O:26].[O:1]1[CH:2]([CH2:7][N:8]2[c:9]3[c:10]([cH:19][cH:20][cH:21][cH:22]3)[CH2:11][CH2:12][c:13]3[c:14]2[cH:15][cH:16][cH:17][cH:18]3)[CH2:3][NH:4][CH2:5][CH2:6]1.[cH:27]1[cH:28][cH:29][cH:30][cH:31][cH:32]1>>[O:1]1[CH:2]([CH2:7][N:8]2[c:9]3[c:10]([cH:19][cH:20][cH:21][cH:22]3)[CH2:11][CH2:12][c:13]3[c:14]2[cH:15][cH:16][cH:17][cH:18]3)[CH2:3][N:4]([C:24]([CH3:23])=[O:26])[CH2:5][CH2:6]1. Reactants: [OH-].[K+] (potassium hydroxide), C(C)(C)(C)OC(N[C@H](CO)CC1=CC=CC=C1)=O (((S)-1-Benzyl-2-hydroxyethyl)carbamic acid t-butyl ester), S(=O)(=O)(C1=CC=C(C)C=C1)Cl (Tosyl chloride). The solvent is N1=CC=CC=C1 (pyridine). Conditions: temperature 0 celsius, time 2 hour. Product: C(C)(C)(C)OC(=O)N[C@H](COS(=O)(=O)C1=CC=C(C=C1)C)CC1=CC=CC=C1 (Toluene-4-sulfonic acid (S)-2-t-butoxycarbonylamino-3-phenylpropyl ester). Isolated yield 77.0%. Reaction SMILES: [C:1]([O:5][C:6](=[O:18])[NH:7][C@@H:8]([CH2:11][C:12]1[CH:17]=[CH:16][CH:15]=[CH:14][CH:13]=1)[CH2:9][OH:10])([CH3:4])([CH3:3])[CH3:2].[OH-].[K+].[S:21](Cl)([C:24]1[CH:30]=[CH:29][C:27]([CH3:28])=[CH:26][CH:25]=1)(=[O:23])=[O:22]>N1C=CC=CC=1>[C:1]([O:5][C:6]([NH:7][C@@H:8]([CH2:11][C:12]1[CH:17]=[CH:16][CH:15]=[CH:14][CH:13]=1)[CH2:9][O:10][S:21]([C:24]1[CH:30]=[CH:29][C:27]([CH3:28])=[CH:26][CH:25]=1)(=[O:23])=[O:22])=[O:18])([CH3:4])([CH3:2])[CH3:3] |f:1.2|. Reported procedure: The recovered intermediate (20a) (8.5 g, 33 mmol, 1.0 eq) was dissolved into 70 mL pyridine containing potassium hydroxide (2.1 g, 37 mmol, 1.1 eq) and the mixture was chilled in an ice bath. Tosyl chloride (7.1 g, 37 mmol, 1.1 eq) was added and the mixture was stirred at 0° C. for 2 hours then refrigerated overnight. The mixture was filtered and the filtrate was concentrated under reduced pressure. The recovered residue was dissolved into 300 mL EtOAc, washed with 2×200 mL 1M H3PO4, saturated b... Reactants: C(CO)O (ethylene glycol), CC(=O)C (acetone), C(CCCCCCCCCCC)(=O)Cl (lauroyl chloride). Solvent: N1=CC=CC=C1 (pyridine). Reaction conditions: time 2 hour. Product: OCCOC(CCCCCCCCCCC)=O (Lauric acid 2-hydroxyethyl ester). The yield is 95.4%. Reaction SMILES: [CH2:1]([OH:4])[CH2:2][OH:3].CC(C)=O.[C:9](Cl)(=[O:21])[CH2:10][CH2:11][CH2:12][CH2:13][CH2:14][CH2:15][CH2:16][CH2:17][CH2:18][CH2:19][CH3:20]>N1C=CC=CC=1>[OH:3][CH2:2][CH2:1][O:4][C:9](=[O:21])[CH2:10][CH2:11][CH2:12][CH2:13][CH2:14][CH2:15][CH2:16][CH2:17][CH2:18][CH2:19][CH3:20]. Procedure: Under cooling with ice, ethylene glycol (434 mg) was dissolved into acetone (20 ml), and pyridine (632 mg) was added thereto and then lauroyl chloride (1532 mg) was added dropwise thereto. The temperature of the solution was warmed to room temperature, and it was stirred for 2 hours. The mixture was evaporated. To the residue was added water, and the solution was extracted with ethyl acetate. The organic layer was washed with water (three times), dried over magnesium sulfate and evaporated. The ... The reactants are C(C)(=O)OC1=C(C=C(C=C1)Br)N (2-amino-4-bromophenyl acetate), solution, C[Mg+].[Br-] (MeMgBr), C1CCOC1 (THF), C1CCOC1 (THF). Reaction conditions: time 2 hour. The product is NC1=C(C=CC(=C1)Br)C(C)(C)O (2-(2-amino-4-bromophenyl)propan-2-ol). Reaction SMILES: C(O[C:5]1[CH:10]=[CH:9][C:8]([Br:11])=[CH:7][C:6]=1[NH2:12])(=O)C.[CH3:13][Mg+].[Br-].[CH2:16]1[CH2:20][O:19]CC1>>[NH2:12][C:6]1[CH:7]=[C:8]([Br:11])[CH:9]=[CH:10][C:5]=1[C:20]([OH:19])([CH3:16])[CH3:13] |f:1.2|. Procedure details: Into the solution of 2-amino-4-bromophenyl acetate (2.3 g) in THF (50 mL) was added 1M solution of MeMgBr in THF (50 mL) at 0° C. Then the reaction mixture was warmed to rt., and stirred for another 2 h. The reaction was quenched by saturated NH4Cl water solution, and extracted with ethyl acetate and washed with brine, after being dried, the solvent was removed to provide 2.3 g crude of 2-(2-amino-4-bromophenyl)propan-2-ol. This product was used in the next step reaction without any purification... Starting materials: 15, C(#N)C1=C(C=CC=C1Cl)C (2-cyano-3-chlorotoluene), CCOCC (ether), C(=O)([O-])C(O)C(O)C(=O)[O-].[Na+].[K+] (potassium-sodium tartrate), [H-].[Al+3].[Li+].[H-].[H-].[H-] (lithium aluminum hydride), CCOCC (ether), solution. Solvent: O (water). Reaction conditions: time 1 hour. Yields the product 12, ClC1=C(CN)C(=CC=C1)C (2-chloro-6-methylbenzylamine). RXN SMILES: [H-].[Al+3].[Li+].[H-].[H-].[H-].CCOCC.[C:12]([C:14]1[C:19]([Cl:20])=[CH:18][CH:17]=[CH:16][C:15]=1[CH3:21])#[N:13].C(C(C(C([O-])=O)O)O)([O-])=O.[Na+].[K+]>O>[Cl:20][C:19]1[CH:18]=[CH:17][CH:16]=[C:15]([CH3:21])[C:14]=1[CH2:12][NH2:13] |f:0.1.2.3.4.5,8.9.10|. Procedure: To a stirred mixture of 5.7 parts of lithium aluminum hydride in 20 parts of ether is added dropwise a solution of 15 parts of 2-cyano-3-chlorotoluene in 140 parts of ether at reflux temperature. After the addition is complete, stirring at reflux temperature is continued for one hour. The reaction mixture is cooled in an ice-bath and decomposed with 25 parts of water and with a 20% solution of potassium-sodium tartrate (450 parts). The aqueous phase is separated and extracted with ether. The com... Reactants: BrCCCCCC1=CC=C(C=C1)C1=CC=CC=C1 (4-(5-bromopentyl)-1,1′-biphenyl), N1=CC(=CC(=C1)C)C (3,5-lutidine). Reaction conditions: temperature 65 celsius. Yields the product [Br-].C1(=CC=C(C=C1)CCCCC[N+]1=CC(=CC(=C1)C)C)C1=CC=CC=C1 (1-[5-(1,1′-biphenyl-4-yl)-pentyl]-3,5-dimethyl-pyridinium bromide). Isolated yield 85.0%. As a reaction SMILES: [Br:1][CH2:2][CH2:3][CH2:4][CH2:5][CH2:6][C:7]1[CH:12]=[CH:11][C:10]([C:13]2[CH:18]=[CH:17][CH:16]=[CH:15][CH:14]=2)=[CH:9][CH:8]=1.[N:19]1[CH:24]=[C:23]([CH3:25])[CH:22]=[C:21]([CH3:26])[CH:20]=1>>[Br-:1].[C:10]1([C:13]2[CH:18]=[CH:17][CH:16]=[CH:15][CH:14]=2)[CH:11]=[CH:12][C:7]([CH2:6][CH2:5][CH2:4][CH2:3][CH2:2][N+:19]2[CH:24]=[C:23]([CH3:25])[CH:22]=[C:21]([CH3:26])[CH:20]=2)=[CH:8][CH:9]=1 |f:2.3|. Reported procedure: A mixture of 4-(5-bromopentyl)-1,1′-biphenyl (352 mg, 1.16 mmol) and 3,5-lutidine (1 mL) was heated at 60-70° C. for 12 hrs. The resulting mixture was washed with diethyl ether and then dissolved in water (15 mL). The aqueous solution was extracted with diethyl ether (30 mL×3). Water was removed by lyophilization to afford 406 mg of the title compound. Yield: 85%. 1H NMR (300 MHz, CDCl3) δ 1.45 (m, 2H), 1.70 (m, 2H), 2.08 (m, 2H), 2.53 (s, 6H), 2.63 (t, J=7.8 Hz, 2H), 4.84 (t, J=7.5 Hz, 2H), 7.1...